This data is from the Open Reaction Database (ORD), a public repository of structured organic reaction records. The task is: describe an organic reaction: reactants, conditions, products, and yield Starting materials: O=C([O-])O, CCOC(=O)Cc1ccc(OC)c(Oc2ccc([N+](=O)[O-])cc2CSc2ccccc2)c1, CCO, ClCCl, [Na+], O, Cl[Sn]Cl. The product is CCOC(=O)Cc1ccc(OC)c(Oc2ccc(N)cc2CSc2ccccc2)c1. Reaction SMILES: [C:39](=[O:40])([OH:41])[O-:42].[CH2:1]([CH3:2])[O:3][C:4]([CH2:5][c:6]1[cH:7][c:8]([O:14][c:15]2[c:16]([CH2:24][S:25][c:26]3[cH:27][cH:28][cH:29][cH:30][cH:31]3)[cH:17][c:18]([N+:21]([O-:22])=[O:23])[cH:19][cH:20]2)[c:9]([O:12][CH3:13])[cH:10][cH:11]1)=[O:32].[CH3:44][CH2:45][OH:46].[Cl:36][CH2:37][Cl:38].[Na+:43].[OH2:47].[Sn:33]([Cl:34])[Cl:35]>>[CH2:1]([CH3:2])[O:3][C:4]([CH2:5][c:6]1[cH:7][c:8]([O:14][c:15]2[c:16]([CH2:24][S:25][c:26]3[cH:27][cH:28][cH:29][cH:30][cH:31]3)[cH:17][c:18]([NH2:21])[cH:19][cH:20]2)[c:9]([O:12][CH3:13])[cH:10][cH:11]1)=[O:32]. Reactants: COc1cc(O)ccc1N1CCNCC1, CCOCC, CO, CC(C)O, c1ccc2c(OCC3CO3)cccc2c1. The product is COc1cc(O)ccc1N1CCN(CC(O)COc2cccc3ccccc23)CC1. RXN SMILES: [CH3:1][O:2][c:3]1[c:4]([N:10]2[CH2:11][CH2:12][NH:13][CH2:14][CH2:15]2)[cH:5][cH:6][c:7]([OH:9])[cH:8]1.[CH3:35][CH2:36][O:37][CH2:38][CH3:39].[CH3:40][OH:41].[CH:31]([OH:32])([CH3:33])[CH3:34].[c:16]1([O:26][CH2:27][CH:28]2[CH2:29][O:30]2)[cH:17][cH:18][cH:19][c:20]2[cH:21][cH:22][cH:23][cH:24][c:25]12>>[CH3:1][O:2][c:3]1[c:4]([N:10]2[CH2:11][CH2:12][N:13]([CH2:29][CH:28]([CH2:27][O:26][c:16]3[cH:17][cH:18][cH:19][c:20]4[cH:21][cH:22][cH:23][cH:24][c:25]34)[OH:30])[CH2:14][CH2:15]2)[cH:5][cH:6][c:7]([OH:9])[cH:8]1. Starting materials: COC1=C(C=O)C=CC(=C1)C (2-methoxy-4-methylbenzaldehyde), CC[Mg+].[Br-] (EtMgBr), [Cl-].[NH4+] (ammonium chloride). Run in C(C)OCC (diethyl ether). Reaction conditions: time 2 hour. Product: COC1=C(C=CC(=C1)C)C(CC)O (1-(2-Methoxy-4-methyl-phenyl)-propan-1-ol). RXN SMILES: [CH3:1][O:2][C:3]1[CH:10]=[C:9]([CH3:11])[CH:8]=[CH:7][C:4]=1[CH:5]=[O:6].[CH3:12][CH2:13][Mg+].[Br-].[Cl-].[NH4+]>C(OCC)C>[CH3:1][O:2][C:3]1[CH:10]=[C:9]([CH3:11])[CH:8]=[CH:7][C:4]=1[CH:5]([OH:6])[CH2:12][CH3:13] |f:1.2,3.4|. Procedure details: To a stirring solution of 2-methoxy-4-methylbenzaldehyde (1 g, 6.66 mmol) in diethyl ether (35 ml) at 0° C. is added EtMgBr (2.220 ml, 6.66 mmol). The mixture is stirred for 2 hours and then added to sat ammonium chloride solution. The mixture is extracted with ethyl acetate and the combined organic portions are washed with NaHCO3, water and brine dried (MgSO4) and reducing under vacuum to yield the title product as a clear oil. 1H NMR (400 MHz, CDCl3) δ 7.18 (d, 1H), 6.78 (d, 1H), 6.72 (s, 1H),... Reactants: CO, CC(C)c1cnc(CCNC(=O)OCc2ccccc2)o1. The product is CC(C)c1cnc(CCN)o1. As a reaction SMILES: [CH3:22][OH:23].[CH:1]([CH3:2])([CH3:3])[c:4]1[cH:5][n:6][c:7]([CH2:9][CH2:10][NH:11][C:12](=[O:13])[O:14][CH2:15][c:16]2[cH:17][cH:18][cH:19][cH:20][cH:21]2)[o:8]1>>[CH:1]([CH3:2])([CH3:3])[c:4]1[cH:5][n:6][c:7]([CH2:9][CH2:10][NH2:11])[o:8]1. Starting materials: BrN1C(CCC1=O)=O (N-bromosuccinimide), ClC=1C=C(C=CC1Cl)CC(=O)OC (methyl 2-(3,4-dichlorophenyl)acetate). Reagents/catalysts: C(C1=CC=CC=C1)(=O)OOC(C1=CC=CC=C1)=O (benzoyl peroxide). The solvent is ClCCCl (1,2-dichloroethane), ClCCCl (1,2-dichloroethane). Conditions: temperature 85 celsius, time 3 hour. Yields the product ClC=1C=C(C=CC1Cl)C(C(=O)OC)Br (Methyl 2-(3,4-dichlorophenyl)-2-bromoacetate). Isolated yield 106.9%. RXN SMILES: [Br:1]N1C(=O)CCC1=O.[Cl:9][C:10]1[CH:11]=[C:12]([CH2:17][C:18]([O:20][CH3:21])=[O:19])[CH:13]=[CH:14][C:15]=1[Cl:16]>C(OOC(=O)C1C=CC=CC=1)(=O)C1C=CC=CC=1.ClCCCl>[Cl:9][C:10]1[CH:11]=[C:12]([CH:17]([Br:1])[C:18]([O:20][CH3:21])=[O:19])[CH:13]=[CH:14][C:15]=1[Cl:16]. Reported procedure: N-bromosuccinimide (116 g, 1.4 equivalent amounts) was added to a 1,2-dichloroethane (320 mL) solution of methyl 2-(3,4-dichlorophenyl)acetate (106.8 g, 0.446 mol) at room temperature, followed by heating to 85° C. To this solution, a 1,2-dichloroethane (22.6 mL) solution of benzoyl peroxide (2.26 g, 2.0 mol %) was dropwise added dividedly 10 times every 10 minutes, followed by stirring at 85° C. for 3 hours. The reaction solution was cooled to room temperature, sequentially washed with a 2M sod...